Dataset: the Open Reaction Database (ORD), a public repository of structured organic reaction records. Task: describe an organic reaction: reactants, conditions, products, and yield Starting materials: [Al+3], [H-], [H-], [H-], [H-], [Li+], Nc1c2c(nc3cnccc13)CCCC2=O, C1CCOC1. The product is Nc1c2c(nc3cnccc13)CCCC2O. As a reaction SMILES: [Al+3:18].[H-:17].[H-:20].[H-:21].[H-:22].[Li+:19].[NH2:1][c:2]1[c:3]2[c:4]([n:5][c:6]3[cH:7][n:8][cH:9][cH:10][c:11]13)[CH2:12][CH2:13][CH2:14][C:15]2=[O:16].[O:23]1[CH2:24][CH2:25][CH2:26][CH2:27]1>>[NH2:1][c:2]1[c:3]2[c:4]([n:5][c:6]3[cH:7][n:8][cH:9][cH:10][c:11]13)[CH2:12][CH2:13][CH2:14][CH:15]2[OH:16]. Starting materials: C#CC1(O)CCCCC1, CN(C)C=O, C[Si](C)(C)Cl, CCCCCC, c1c[nH]cn1. Yields the product C#CC1(O[Si](C)(C)C)CCCCC1. Reaction SMILES: [C:6](#[CH:7])[C:8]1([OH:14])[CH2:9][CH2:10][CH2:11][CH2:12][CH2:13]1.[CH3:15][N:16]([CH3:17])[CH:18]=[O:19].[CH3:20][Si:21]([Cl:22])([CH3:23])[CH3:24].[CH3:25][CH2:26][CH2:27][CH2:28][CH2:29][CH3:30].[nH:1]1[cH:2][cH:3][n:4][cH:5]1>>[C:6](#[CH:7])[C:8]1([O:14][Si:21]([CH3:20])([CH3:23])[CH3:24])[CH2:9][CH2:10][CH2:11][CH2:12][CH2:13]1. Reactants: O (Water), C(CCC)[Li] (Butyllithium), C1CCCC2=NC3=CC=CC=C3C(=C12)N (1,2,3,4-tetra -hydro-9-acridinamine), ClC(=O)OCCCCCCCC (octyl chloroformate). Solvent: O1CCCC1 (tetrahydrofuran). Run at temperature 0 celsius, time 20 minute. Product: C1CCCC2=NC3=CC=CC=C3C(=C12)NC(OCCCCCCCC)=O (octyl (1,2,3,4-tetrahydro-9-acridinyl)carbamate). Yield: 56.3%. RXN SMILES: C([Li])CCC.[CH2:6]1[C:19]2[C:10](=[N:11][C:12]3[C:17]([C:18]=2[NH2:20])=[CH:16][CH:15]=[CH:14][CH:13]=3)[CH2:9][CH2:8][CH2:7]1.Cl[C:22]([O:24][CH2:25][CH2:26][CH2:27][CH2:28][CH2:29][CH2:30][CH2:31][CH3:32])=[O:23].O>O1CCCC1>[CH2:16]1[C:17]2[C:12](=[N:11][C:10]3[C:19]([C:18]=2[NH:20][C:22](=[O:23])[O:24][CH2:25][CH2:26][CH2:27][CH2:28][CH2:29][CH2:30][CH2:31][CH3:32])=[CH:6][CH:7]=[CH:8][CH:9]=3)[CH2:13][CH2:14][CH2:15]1. Reported procedure: n Butyllithium, 0.033 mol, is added to a suspension of 6.5g (0.033 mol) of 1,2,3,4-tetra -hydro-9-acridinamine (Petrow, V., Journal of the Chemical Society, pages 634 to 637 (1947)) in 200 ml of tetrahydrofuran at 0° C. The mixture is stirred at 0° C. for 20 minutes, the cooling bath removed and 6.36 g (0.033 mol) of octyl chloroformate added and the solution stirred over the weekend. Water, 200 ml, is added and the mixture extracted with ethyl acetate. The ethyl acetate layer is separated and e... Starting materials: ClC=1C(=NC=CC1Cl)N (3,4-dichloropyridin-2-amine), NCC1CCN(CC1)C(=O)OC(C)(C)C (tert-butyl 4-(aminomethyl)piperidine-1-carboxylate), O(C1=CC=CC=C1)C1=CC=C(C=C1)B(O)O ((4-phenoxyphenyl)boronic acid), C(C=C)(=O)Cl (acryloyl chloride). Yields the product NC1=NC=CC(=C1C1=CC=C(C=C1)OC1=CC=CC=C1)NCC1CCN(CC1)C(C=C)=O (1-(4-(((2-amino-3-(4-phenoxyphenyl)pyridin-4-yl)amino)methyl)piperidin-1-yl)prop-2-en-1-one). RXN SMILES: Cl[C:2]1[C:3]([NH2:9])=[N:4][CH:5]=[CH:6][C:7]=1Cl.[NH2:10][CH2:11][CH:12]1[CH2:17][CH2:16][N:15]([C:18]([O:20]C(C)(C)C)=O)[CH2:14][CH2:13]1.[O:25]([C:32]1[CH:37]=[CH:36][C:35](B(O)O)=[CH:34][CH:33]=1)[C:26]1[CH:31]=[CH:30][CH:29]=[CH:28][CH:27]=1.[C:41](Cl)(=O)[CH:42]=C>>[NH2:9][C:3]1[C:2]([C:29]2[CH:30]=[CH:31][C:26]([O:25][C:32]3[CH:37]=[CH:36][CH:35]=[CH:34][CH:33]=3)=[CH:27][CH:28]=2)=[C:7]([NH:10][CH2:11][CH:12]2[CH2:13][CH2:14][N:15]([C:18](=[O:20])[CH:41]=[CH2:42])[CH2:16][CH2:17]2)[CH:6]=[CH:5][N:4]=1. Reported procedure: 1-(4-(((2-amino-3-(4-phenoxyphenyl)pyridin-4-yl)amino)methyl)piperidin-1-yl)prop-2-en-1-one was prepared from 3,4-dichloropyridin-2-amine, tert-butyl 4-(aminomethyl)piperidine-1-carboxylate, (4-phenoxyphenyl)boronic acid, and acryloyl chloride using methods B, C, D, and F. HPLC purity: 100%. MS: m/z=429 [M+H]+. The reactants are NC1=CC(CC(C1)(C)C)=O (3-amino-5,5-dimethyl-2-cyclohexen-1-one), COC(C1=CC(=C(C=C1)[N+](=O)[O-])OCC1=CC=CC=C1)OC (4-nitro-3-benzyloxybenzaldehyde dimethyl acetal). Product: C(C1=CC=CC=C1)OC=1C=C(C=CC1[N+](=O)[O-])C1C=2C(CC(CC2NC=2CC(CC(C12)=O)(C)C)(C)C)=O (9-(3-benzyloxy-4-nitrophenyl)-3,4,6,7,9,10-hexahydro-3,3,6,6-tetramethyl-1,8(2H,5H)-acridinedione). As a reaction SMILES: [NH2:1][C:2]1[CH2:7][C:6]([CH3:9])([CH3:8])[CH2:5][C:4](=[O:10])[CH:3]=1.CO[CH:13](OC)[C:14]1[CH:19]=[CH:18][C:17]([N+:20]([O-:22])=[O:21])=[C:16]([O:23][CH2:24][C:25]2[CH:30]=[CH:29][CH:28]=[CH:27][CH:26]=2)[CH:15]=1>>[CH2:24]([O:23][C:16]1[CH:15]=[C:14]([CH:13]2[C:3]3[C:4](=[O:10])[CH2:5][C:6]([CH3:9])([CH3:8])[CH2:7][C:2]=3[NH:1][C:2]3[CH2:7][C:6]([CH3:9])([CH3:8])[CH2:5][C:4](=[O:10])[C:3]2=3)[CH:19]=[CH:18][C:17]=1[N+:20]([O-:22])=[O:21])[C:25]1[CH:26]=[CH:27][CH:28]=[CH:29][CH:30]=1. Procedure details: Reaction of 3-amino-5,5-dimethyl-2-cyclohexen-1-one with 4-nitro-3-benzyloxybenzaldehyde dimethyl acetal in an analogous manner to that described in Example 1, gave 9-(3-benzyloxy-4-nitrophenyl)-3,4,6,7,9,10-hexahydro-3,3,6,6-tetramethyl-1,8(2H,5H)-acridinedione. Crystallization from methanol/water gave a yellow crystalline solid of melting point 239-240° C. The reactants are COC(=O)C1=C(N=C(S1)C1=CC=C(C=C1)Cl)CC(OC)OC (2-(4-chloro-phenyl)-4-(2,2-dimethoxy-ethyl)-thiazole-5-carboxylic acid methyl ester), [OH-].[Na+] (NaOH). Reaction SMILES: C[O:2][C:3]([C:5]1[S:9][C:8]([C:10]2[CH:15]=[CH:14][C:13]([Cl:16])=[CH:12][CH:11]=2)=[N:7][C:6]=1[CH2:17][CH:18]([O:21][CH3:22])[O:19][CH3:20])=[O:4].[OH-].[Na+]>CCO>[Cl:16][C:13]1[CH:14]=[CH:15][C:10]([C:8]2[S:9][C:5]([C:3]([OH:4])=[O:2])=[C:6]([CH2:17][CH:18]([O:21][CH3:22])[O:19][CH3:20])[N:7]=2)=[CH:11][CH:12]=1 |f:1.2|. Conditions: temperature 0 celsius, time 8 hour. The solvent is CCO (EtOH). The product is ClC1=CC=C(C=C1)C=1SC(=C(N1)CC(OC)OC)C(=O)O (2-(4-Chloro-phenyl)-4-(2,2-dimethoxy-ethyl)-thiazole-5-carboxylic acid). The yield is 95.9%. Reported procedure: Mix 2-(4-chloro-phenyl)-4-(2,2-dimethoxy-ethyl)-thiazole-5-carboxylic acid methyl ester (3.6 g, 10.5 mmol) in EtOH (40 mL) and then add 2 M NaOH (6.8 mL). Stir the slurry mechanically overnight and then concentrate in vacuo. Dissolve the solid in water (40 mL), cool to 0° C., and adjust the pH to 5-6 with 1 N HCl (13 mL). Stir the slurry for 15 min, collect the precipitate, and wash the solid with water (4×20 mL). Dry the solid in a vacuum oven overnight to give 3.3 g (96%) of the title compound... Yields the product Cc1nc(-c2ccn[nH]2)sc1C(=O)NCc1ccc(F)cc1. RXN SMILES: [C:27](=[O:28])([O-:29])[O-:30].[CH3:33][c:34]1[cH:35][cH:36][cH:37][cH:38][cH:39]1.[CH3:41][CH2:42][OH:43].[F:1][c:2]1[cH:3][cH:4][c:5]([CH2:6][NH:7][C:8](=[O:9])[c:10]2[c:11]([CH3:16])[n:12][c:13]([Br:15])[s:14]2)[cH:17][cH:18]1.[K+:31].[K+:32].[OH2:40].[cH:44]1[cH:45][cH:46][c:47]([P:48]([Pd:49]([P:50]([c:51]2[cH:52][cH:53][cH:54][cH:55][cH:56]2)([c:57]2[cH:58][cH:59][cH:60][cH:61][cH:62]2)[c:63]2[cH:64][cH:65][cH:66][cH:67][cH:68]2)([P:69]([c:70]2[cH:71][cH:72][cH:73][cH:74][cH:75]2)([c:76]2[cH:77][cH:78][cH:79][cH:80][cH:81]2)[c:82]2[cH:83][cH:84][cH:85][cH:86][cH:87]2)[P:88]([c:89]2[cH:90][cH:91][cH:92][cH:93][cH:94]2)([c:95]2[cH:96][cH:97][cH:98][cH:99][cH:100]2)[c:101]2[cH:102][cH:103][cH:104][cH:105][cH:106]2)([c:107]2[cH:108][cH:109][cH:110][cH:111][cH:112]2)[c:113]2[cH:114][cH:115][cH:116][cH:117][cH:118]2)[cH:119][cH:120]1.[nH:19]1[n:20][cH:21][cH:22][c:23]1[B:24]([OH:25])[OH:26]>>[F:1][c:2]1[cH:3][cH:4][c:5]([CH2:6][NH:7][C:8](=[O:9])[c:10]2[c:11]([CH3:16])[n:12][c:13](-[c:23]3[nH:19][n:20][cH:21][cH:22]3)[s:14]2)[cH:17][cH:18]1. The reactants are O=C([O-])[O-], Cc1ccccc1, CCO, Cc1nc(Br)sc1C(=O)NCc1ccc(F)cc1, [K+], [K+], O, c1ccc(P(c2ccccc2)(c2ccccc2)[Pd](P(c2ccccc2)(c2ccccc2)c2ccccc2)(P(c2ccccc2)(c2ccccc2)c2ccccc2)P(c2ccccc2)(c2ccccc2)c2ccccc2)cc1, OB(O)c1ccn[nH]1. Reaction SMILES: [I:13][CH3:14].[Na+:16].[OH-:15].[SH:1][c:2]1[c:3]2[c:4]([n:5][cH:6][n:7]1)[s:8][c:9]([CH2:11][OH:12])[n:10]2>>[S:1]([c:2]1[c:3]2[c:4]([n:5][cH:6][n:7]1)[s:8][c:9]([CH2:11][OH:12])[n:10]2)[CH3:14]. Reactants: CI, [Na+], [OH-], OCc1nc2c(S)ncnc2s1. The product is CSc1ncnc2sc(CO)nc12.